From a dataset of the Open Reaction Database (ORD), a public repository of structured organic reaction records. describe an organic reaction: reactants, conditions, products, and yield The reactants are CCCC(=O)c1cc2c(OCC)cc(C(=O)OCC)nc2cc1C, CCO, [Na+], [OH-]. Product: [Na+], CCCC(=O)c1cc2c(OCC)cc(C(=O)[O-])nc2cc1C. Reaction SMILES: [CH2:1]([CH3:2])[O:3][C:4](=[O:5])[c:6]1[n:7][c:8]2[cH:9][c:10]([CH3:24])[c:11]([C:19]([CH2:20][CH2:21][CH3:22])=[O:23])[cH:12][c:13]2[c:14]([O:16][CH2:17][CH3:18])[cH:15]1.[CH3:27][CH2:28][OH:29].[Na+:26].[OH-:25]>>[Na+:26].[O:3]=[C:4]([O-:5])[c:6]1[n:7][c:8]2[cH:9][c:10]([CH3:24])[c:11]([C:19]([CH2:20][CH2:21][CH3:22])=[O:23])[cH:12][c:13]2[c:14]([O:16][CH2:17][CH3:18])[cH:15]1. Starting materials: [H-].[Na+] (sodium hydride), ClC=1C=C2CCNC2=CC1 (5-chloroindoline), FC=1C=C(C#N)C=CC1 (3-fluorobenzonitrile). Run in CS(=O)C (DMSO), CS(=O)C (DMSO). Conditions: time 2 hour. Yields the product ClC=1C=C2CCN(C2=CC1)C=1C=C(C#N)C=CC1 (3-(5-chloro-1-indolinyl)benzonitrile). The yield is 43.7%. Reaction SMILES: [H-].[Na+].[Cl:3][C:4]1[CH:5]=[C:6]2[C:10](=[CH:11][CH:12]=1)[NH:9][CH2:8][CH2:7]2.F[C:14]1[CH:15]=[C:16]([CH:19]=[CH:20][CH:21]=1)[C:17]#[N:18]>CS(C)=O>[Cl:3][C:4]1[CH:5]=[C:6]2[C:10](=[CH:11][CH:12]=1)[N:9]([C:14]1[CH:15]=[C:16]([CH:19]=[CH:20][CH:21]=1)[C:17]#[N:18])[CH2:8][CH2:7]2 |f:0.1|. Reported procedure: A slurry of 2.64 g (0.11 mole, 1.1 equivalents) sodium hydride in 15.36 g (0.1 mole) 5-chloroindoline and 50 ml sieve dried DMSO was permitted to stir at room temperature under nitrogen for 2 hours. While cooling in an ice bath, a solution of 12.11 g (0.1 mole) 3-fluorobenzonitrile in 15 ml sieve dried DMSO was then added dropwise over 15 minutes. AT the end of the addition, the ice bath was removed and the reaction mixture was permitted to warm to room temperature and stir overnight (20 hours).... Starting materials: C(C)N1C(=NC2=C1C=CC=C2)C (1-ethyl-2-methylbenzimidazole), aldehyde, [Se](=O)=O (selenium dioxide). Product: C(C)N1C(=NC2=C1C=CC=C2)C=O (1-Ethyl-1H-benzimidazole-2-carboxaldehyde). Isolated yield 52.0%. RXN SMILES: [CH2:1]([N:3]1[C:7]2[CH:8]=[CH:9][CH:10]=[CH:11][C:6]=2[N:5]=[C:4]1[CH3:12])[CH3:2].[Se](=O)=[O:14]>>[CH2:1]([N:3]1[C:7]2[CH:8]=[CH:9][CH:10]=[CH:11][C:6]=2[N:5]=[C:4]1[CH:12]=[O:14])[CH3:2]. Reported procedure: Oxidation of the 1-ethyl-2-methylbenzimidazole to the corresponding aldehyde using selenium dioxide was conducted according to a literature procedure (Werner et al. Tetrahedron, 1995, 51, 4779). 1-Ethyl-1H-benzimidazole-2-carboxaldehyde was isolated as a yellow oil in overall 52% yield. Starting materials: [Li+].C[Si](C)(C)[N-][Si](C)(C)C (LiHMDS), CSC=1SC2=C(NC=NC2=O)N1 (2-(methylthio)thiazolo[4,5-d]pyrimidin-7(4H)-one), BrCC1=C(C(=CC=C1)Cl)Cl (1-(bromomethyl)-2,3-dichlorobenzene). Solvent: C1CCOC1 (THF), C1CCOC1 (THF). Reaction conditions: temperature 2.5 celsius, time 3 hour. Yields the product ClC1=C(CN2C=NC(C3=C2N=C(S3)SC)=O)C=CC=C1Cl (4-(2,3-Dichlorobenzyl)-2-(methylthio)thiazolo[4,5-d]pyrimidin-7(4H)-one). The yield is 12.5%. RXN SMILES: [CH3:1][S:2][C:3]1[S:4][C:5]2[C:10](=[O:11])[N:9]=[CH:8][NH:7][C:6]=2[N:12]=1.[Li+].C[Si]([N-][Si](C)(C)C)(C)C.Br[CH2:24][C:25]1[CH:30]=[CH:29][CH:28]=[C:27]([Cl:31])[C:26]=1[Cl:32]>C1COCC1>[Cl:32][C:26]1[C:27]([Cl:31])=[CH:28][CH:29]=[CH:30][C:25]=1[CH2:24][N:7]1[C:6]2[N:12]=[C:3]([S:2][CH3:1])[S:4][C:5]=2[C:10](=[O:11])[N:9]=[CH:8]1 |f:1.2|. Procedure details: To a suspension of 2-(methylthio)thiazolo[4,5-d]pyrimidin-7(4H)-one (2.978 g, 14.94 mmol) in THF (200 mL) at 0° C. was added dropwise of LiHMDS (18.3 mL, 16.44 mmol). The resulting mixture was stirred at 0-5° C. for 3 hours and 1-(bromomethyl)-2,3-dichlorobenzene (3.946 g, 16.44 mmol) in THF (30 mL) was added dropwise to the reaction mixture over a period of 2 hours. The reaction mixture was allowed to warm to ambient temperature slowly and stirred at ambient temperature for 16 hours. The reacti... Starting materials: C1CCOC1, CN(C)CCCl, [H-], [Na+], O, O=C1N(c2ccc(O)cc2)CCCCN1c1ccc(Oc2ccccc2)cc1. Reaction SMILES: [CH2:37]1[O:38][CH2:39][CH2:40][CH2:41]1.[CH3:31][N:32]([CH2:33][CH2:34][Cl:35])[CH3:36].[H-:29].[Na+:30].[OH2:42].[OH:1][c:2]1[cH:3][cH:4][c:5]([N:8]2[C:9](=[O:28])[N:10]([c:15]3[cH:16][cH:17][c:18]([O:21][c:22]4[cH:23][cH:24][cH:25][cH:26][cH:27]4)[cH:19][cH:20]3)[CH2:11][CH2:12][CH2:13][CH2:14]2)[cH:6][cH:7]1>>[O:1]([c:2]1[cH:3][cH:4][c:5]([N:8]2[C:9](=[O:28])[N:10]([c:15]3[cH:16][cH:17][c:18]([O:21][c:22]4[cH:23][cH:24][cH:25][cH:26][cH:27]4)[cH:19][cH:20]3)[CH2:11][CH2:12][CH2:13][CH2:14]2)[cH:6][cH:7]1)[CH2:34][CH2:33][N:32]([CH3:31])[CH3:36]. Product: CN(C)CCOc1ccc(N2CCCCN(c3ccc(Oc4ccccc4)cc3)C2=O)cc1. Reactants: C(C)(=O)OC1=CC=2C(C3=CC(=CC=C3C2C=C1)OC(C)=O)C (2,7-diacetyloxy-9-methylfluorene), O.[OH-].[Li+] (lithium hydroxide monohydrate), Cl (hydrochloric acid). Solvent: C(CO)O (ethylene glycol). Product: OC1=CC=2C(C3=CC(=CC=C3C2C=C1)O)C (2,7-dihydroxy-9-methylfluorene). The yield is 84.2%. Reaction SMILES: C([O:4][C:5]1[CH:17]=[CH:16][C:15]2[C:14]3[C:9](=[CH:10][C:11]([O:18]C(=O)C)=[CH:12][CH:13]=3)[CH:8]([CH3:22])[C:7]=2[CH:6]=1)(=O)C.O.[OH-].[Li+].Cl>C(O)CO>[OH:4][C:5]1[CH:17]=[CH:16][C:15]2[C:14]3[C:9](=[CH:10][C:11]([OH:18])=[CH:12][CH:13]=3)[CH:8]([CH3:22])[C:7]=2[CH:6]=1 |f:1.2.3|. Reported procedure: A mixture of 2,7-diacetyloxy-9-methylfluorene (12 g), lithium hydroxide monohydrate (3.42 g) and ethylene glycol (120 mL) was refluxed for one hour by heating. The reaction mixture was poured into 6M-hydrochloric acid and extracted with ethyl acetate. The organic layer was sufficiently washed with water and then dried on anhydrous magnesium sulfate. The solvent was distilled off from this organic layer under reduced pressure to obtain 2,7-dihydroxy-9-methylfluorene (7.24 g) of light brown crysta...